This data is from the Open Reaction Database (ORD), a public repository of structured organic reaction records. The task is: describe an organic reaction: reactants, conditions, products, and yield Yields the product C(CCC)OCCOC1=CC=C(C=C1)C=1C=CC2=C(C=C(CCN2C(C(F)(F)F)=O)C(=O)NC2=CC(=C(C=C2)C(C2=[N+](C=CC(=C2)C)[O-])O)C(F)(F)F)C1 (7-[4-(2-butoxyethoxy)phenyl]-N-[4-[hydroxy(4-methyl-1-oxidopyridin-2-yl)methyl]-3-trifluoromethylphenyl]-1-trifluoroacetyl-2,3-dihydro-1H-1-benzazepine-4-carboxamide). Reaction conditions: time 8 hour. Starting materials: ClC1=CC(=CC=C1)C(=O)OO (3-chloroperbenzoic acid), C(CCC)OCCOC1=CC=C(C=C1)C=1C=CC2=C(C=C(CCN2C(C(F)(F)F)=O)C(=O)NC2=CC(=C(C=C2)C(C2=NC=CC(=C2)C)O)C(F)(F)F)C1 (7-[4-(2-butoxyethoxy)phenyl]-N-[4-[hydroxy(4-methylpyridin-2-yl)methyl]-3-trifluoromethylphenyl]-1-trifluoroacetyl-2,3-dihydro-1H-1-benzazepine-4-carboxamide), S(=S)(=O)([O-])[O-].[Na+].[Na+] (sodium thiosulfate). Procedure: 7-[4-(2-butoxyethoxy)phenyl]-N-[4-[hydroxy(4-methylpyridin-2-yl)methyl]-3-trifluoromethylphenyl]-1-trifluoroacetyl-2,3-dihydro-1H-1-benzazepine-4-carboxamide (1.2 g) was dissolved in dichloromethane (50 ml), and to the solution was added 3-chloroperbenzoic acid (0.69 g) under ice-cooling and the mixture was stirred overnight at room temperature. An aqueous solution of sodium thiosulfate was added to the mixture, and the mixture was concentrated and extracted with ethyl acetate. The organic layer... The yield is 81.6%. Run in ClCCl (dichloromethane). Reaction SMILES: [CH2:1]([O:5][CH2:6][CH2:7][O:8][C:9]1[CH:14]=[CH:13][C:12]([C:15]2[CH:16]=[CH:17][C:18]3[N:24]([C:25](=[O:30])[C:26]([F:29])([F:28])[F:27])[CH2:23][CH2:22][C:21]([C:31]([NH:33][C:34]4[CH:39]=[CH:38][C:37]([CH:40]([OH:48])[C:41]5[CH:46]=[C:45]([CH3:47])[CH:44]=[CH:43][N:42]=5)=[C:36]([C:49]([F:52])([F:51])[F:50])[CH:35]=4)=[O:32])=[CH:20][C:19]=3[CH:53]=2)=[CH:11][CH:10]=1)[CH2:2][CH2:3][CH3:4].ClC1C=CC=C(C(OO)=[O:62])C=1.S([O-])([O-])(=O)=S.[Na+].[Na+]>ClCCl>[CH2:1]([O:5][CH2:6][CH2:7][O:8][C:9]1[CH:10]=[CH:11][C:12]([C:15]2[CH:16]=[CH:17][C:18]3[N:24]([C:25](=[O:30])[C:26]([F:28])([F:29])[F:27])[CH2:23][CH2:22][C:21]([C:31]([NH:33][C:34]4[CH:39]=[CH:38][C:37]([CH:40]([OH:48])[C:41]5[CH:46]=[C:45]([CH3:47])[CH:44]=[CH:43][N+:42]=5[O-:62])=[C:36]([C:49]([F:52])([F:50])[F:51])[CH:35]=4)=[O:32])=[CH:20][C:19]=3[CH:53]=2)=[CH:13][CH:14]=1)[CH2:2][CH2:3][CH3:4] |f:2.3.4|.